From a dataset of the Open Reaction Database (ORD), a public repository of structured organic reaction records. describe an organic reaction: reactants, conditions, products, and yield The reactants are C/C=C(\C)/C=C/C=C(C)C (allo-ocimene), C(=O)C=C (acrolein), C1(O)=CC=C(O)C=C1 (hydroquinone). Yields the product CC1=CC(C(CC1C)C=O)C=C(C)C (1,6-dimethyl-3-isobutenyl-4-formylcyclohexene). The yield is 66.0%. As a reaction SMILES: [CH3:1]/[CH:2]=[C:3](/[CH:5]=[CH:6]/[CH:7]=[C:8]([CH3:10])[CH3:9])\[CH3:4].[CH:11]([CH:13]=C)=[O:12].[C:15]1(C=CC(O)=CC=1)O>>[CH3:4][C:3]1[CH:2]([CH3:15])[CH2:1][CH:13]([CH:11]=[O:12])[CH:6]([CH:7]=[C:8]([CH3:10])[CH3:9])[CH:5]=1. Reported procedure: 408 g of allo-ocimene (85% 4E 6Z, 15% 4E 6E) and 202 g of acrolein were placed in a stainless steel vessel which is equipped to withstand a high internal pressure at elevated temperatures. 1 gm of hydroquinone, a polymerisation inhibitor, was added. The air in the vessel was displaced with nitrogen and the vessel closed. The temperature was raised to 145°-150° C. and maintained in the range for 7.5 hours. The maximum pressure recorded was 105 psi. The reaction mixture was then distilled and a mi... The reactants are S(C)C (Me2S), C12(CC3CC(CC(C1)C3)C2)C(=O)N (admantane-1-carboxamide), CO (Methanol). The solvent is C1CCOC1 (THF). Product: C12(CC3CC(CC(C1)C3)C2)CN ((1-adamantyl)methylamine). Isolated yield 59.0%. RXN SMILES: [C:1]12([C:11]([NH2:13])=O)[CH2:10][CH:5]3[CH2:6][CH:7]([CH2:9][CH:3]([CH2:4]3)[CH2:2]1)[CH2:8]2.S(C)C.CO>C1COCC1>[C:1]12([CH2:11][NH2:13])[CH2:8][CH:7]3[CH2:6][CH:5]([CH2:4][CH:3]([CH2:9]3)[CH2:2]1)[CH2:10]2. Reported procedure: To a solution of admantane-1-carboxamide (2 g, 11.17 mmol) in THF (50 mL) was added BH3.Me2S (10.2 M, 3.4 mL, 34.7 mmol) under nitrogen. The mixture was heated at reflux overnight. The solution was cooled to rt. Methanol (20 mL) was added to the solution. The mixture was concentrated under vacuum to give crude product, which was purified by chromatography on silica gel to afford (1-adamantyl)methylamine (1.09 g, 59%). 1H NMR (CDCl3, 400 MHz): δ=1.44-1.96 (m, 15H), 2.30 (s, 2H). The reactants are C(C)(C)(C)OC(=O)C1=CC=C2C(=C(N(C2=C1)CC(=O)N(CCN(C)C)CC1=C(C=CC(=C1)Cl)Br)Br)C1CCCCC1 (tert-butyl-2-bromo-1-(2-{(2-bromo-5-chlorobenzyl)[2-(dimethylamino)ethyl]amino}-2-oxoethyl)-3-cyclohexyl-1H-indole-6-carboxylate), CC1(OB(OC1(C)C)B1OC(C(O1)(C)C)(C)C)C (4,4,4′,4′,5,5,5′,5′-octamethyl-2,2′-bi-1,3,2-dioxaborolane), C(C)(=O)[O-].[K+] (potassium acetate), N#N (N2). The reagents and catalysts are C1=CC=C(C=C1)P([C-]2C=CC=C2)C3=CC=CC=C3.C1=CC=C(C=C1)P([C-]2C=CC=C2)C3=CC=CC=C3.Cl[Pd]Cl.[Fe+2] (PdCl2(dppf)). Solvent: CN(C)C=O (DMF), CCOC(=O)C (EtOAc). Yields the product C(C)(C)(C)OC(=O)C=1C=CC=2C(=C3N(CC(N(CC4=C3C=CC(=C4)Cl)CCN(C)C)=O)C2C1)C1CCCCC1 (tert-butyl-3-chloro-14-cyclohexyl-6-[2-(dimethylamino)ethyl]-7-oxo-5,6,7,8-tetrahydroindolo[2,1-a][2,5]benzodiazocine-11-carboxylate). RXN SMILES: [C:1]([O:5][C:6]([C:8]1[CH:16]=[C:15]2[C:11]([C:12]([CH:36]3[CH2:41][CH2:40][CH2:39][CH2:38][CH2:37]3)=[C:13](Br)[N:14]2[CH2:17][C:18]([N:20]([CH2:26][C:27]2[CH:32]=[C:31]([Cl:33])[CH:30]=[CH:29][C:28]=2Br)[CH2:21][CH2:22][N:23]([CH3:25])[CH3:24])=[O:19])=[CH:10][CH:9]=1)=[O:7])([CH3:4])([CH3:3])[CH3:2].CC1(C)C(C)(C)OB(B2OC(C)(C)C(C)(C)O2)O1.C([O-])(=O)C.[K+].N#N>CN(C=O)C.CCOC(C)=O.C1C=CC(P(C2C=CC=CC=2)[C-]2C=CC=C2)=CC=1.C1C=CC(P(C2C=CC=CC=2)[C-]2C=CC=C2)=CC=1.Cl[Pd]Cl.[Fe+2]>[C:1]([O:5][C:6]([C:8]1[CH:9]=[CH:10][C:11]2[C:12]([CH:36]3[CH2:37][CH2:38][CH2:39][CH2:40][CH2:41]3)=[C:13]3[C:28]4[CH:29]=[CH:30][C:31]([Cl:33])=[CH:32][C:27]=4[CH2:26][N:20]([CH2:21][CH2:22][N:23]([CH3:25])[CH3:24])[C:18](=[O:19])[CH2:17][N:14]3[C:15]=2[CH:16]=1)=[O:7])([CH3:2])([CH3:3])[CH3:4] |f:2.3,7.8.9.10|. Procedure details: To a Smith PROCESS VIAL™ (2-5 ml) charged with a magnetic stirring bar, tert-butyl-2-bromo-1-(2-{(2-bromo-5-chlorobenzyl)[2-(dimethylamino)ethyl]amino}-2-oxoethyl)-3-cyclohexyl-1H-indole-6-carboxylate (from Step 8, 1 eq) in DMF dry (0.02 M), 4,4,4′,4′,5,5,5′,5′-octamethyl-2,2′-bi-1,3,2-dioxaborolane (1.1 eq), PdCl2(dppf) (0.03 eq) and potassium acetate (3 eq) were added. The vial was closed with its cap and filled with N2 and microwaved in a Smith PERSONAL SYNTHESIZER at 150° C. for 6 min. The s... The reactants are solid, IC1=C(C(=CC(=C1)C(NCCCCCCCCC1=CC=CC=C1)=O)I)O (2,6-diiodo-4-(8-phenyl-octylcarbamoyl)phenol), CI (methyl iodide). The product is COC1=C(C=C(C=C1I)C(NCCCCCCCCC1=CC=CC=C1)=O)I (2,6-Diiodo-4-(8-phenyl-octylcarbamoyl)phenyl methyl ether). RXN SMILES: [I:1][C:2]1[CH:7]=[C:6]([C:8](=[O:24])[NH:9][CH2:10][CH2:11][CH2:12][CH2:13][CH2:14][CH2:15][CH2:16][CH2:17][C:18]2[CH:23]=[CH:22][CH:21]=[CH:20][CH:19]=2)[CH:5]=[C:4]([I:25])[C:3]=1[OH:26].[CH3:27]I>>[CH3:27][O:26][C:3]1[C:2]([I:1])=[CH:7][C:6]([C:8](=[O:24])[NH:9][CH2:10][CH2:11][CH2:12][CH2:13][CH2:14][CH2:15][CH2:16][CH2:17][C:18]2[CH:23]=[CH:22][CH:21]=[CH:20][CH:19]=2)=[CH:5][C:4]=1[I:25]. Procedure details: The title compound was prepared as a solid (0.691 g, 94%) from 2,6-diiodo-4-(8-phenyl-octylcarbamoyl)phenol using methyl iodide and a procedure similar to step 4 of Example 93; 1H NMR (DMSO-d6) δ1.19-1.34 (m, 8H), 1.41-1.61 (m, 4H), 2.48-2.59 (m, 2H), 3.21 (dd, J=6.4, 14.1 Hz, 2H), 3.78 (s, 3H), 7.10-7.21 (m, 3H), 7.21-7.31 (m 2H), 8.28 (s, 2H), 8.53 (t, J=5.6 Hz, 1H); mass spectrum [(+) ESI], m/z 592 (M+H)+, 614 (M+Na)+. Starting materials: CO, CC(=O)O, Cl, CCOC(=O)c1ccc(CNC(=O)C(=Cc2cc(OC)c(OC)c(OC)c2)c2ccc(F)cc2)cc1, [K+], NO, [OH-], O. Yields the product COc1cc(C=C(C(=O)NCc2ccc(C(=O)NO)cc2)c2ccc(F)cc2)cc(OC)c1OC. RXN SMILES: [CH3:43][OH:44].[CH3:45][C:46](=[O:47])[OH:48].[ClH:1].[F:6][c:7]1[cH:8][cH:9][c:10]([C:13]([C:14](=[O:15])[NH:16][CH2:17][c:18]2[cH:19][cH:20][c:21]([C:22](=[O:23])[O:24][CH2:25][CH3:26])[cH:27][cH:28]2)=[CH:29][c:30]2[cH:31][c:32]([O:40][CH3:41])[c:33]([O:38][CH3:39])[c:34]([O:36][CH3:37])[cH:35]2)[cH:11][cH:12]1.[K+:5].[NH2:2][OH:3].[OH-:4].[OH2:42]>>[NH:2]([OH:3])[C:22]([c:21]1[cH:20][cH:19][c:18]([CH2:17][NH:16][C:14]([C:13]([c:10]2[cH:9][cH:8][c:7]([F:6])[cH:12][cH:11]2)=[CH:29][c:30]2[cH:31][c:32]([O:40][CH3:41])[c:33]([O:38][CH3:39])[c:34]([O:36][CH3:37])[cH:35]2)=[O:15])[cH:28][cH:27]1)=[O:23]. Reactants: CC1=C(NC=C1)C(=O)OC (methyl 3-methyl-1H-pyrrole-2-carboxylate), aqueous solution, [OH-].[Na+] (sodium hydroxide). Run in CO (methanol). Run at time 8 hour. The product is CC1=C(NC=C1)C(=O)O (3-Methyl-1H-pyrrole-2-carboxylic acid). Isolated yield 76.7%. Reaction SMILES: [CH3:1][C:2]1[CH:6]=[CH:5][NH:4][C:3]=1[C:7]([O:9]C)=[O:8].[OH-].[Na+]>CO>[CH3:1][C:2]1[CH:6]=[CH:5][NH:4][C:3]=1[C:7]([OH:9])=[O:8] |f:1.2|. Reported procedure: 2.0 g (14.37 mmol) of methyl 3-methyl-1H-pyrrole-2-carboxylate (purchased from Otava Chemicals®, cat. no. 1056278) were dissolved in 50 mL of methanol and 21.5 mL of a 2N aqueous solution of sodium hydroxide were added. The mixture was stirred at room temperature overnight and then at 60° C. for 20 hours. Then the methanol was evaporated in vacuum and the remaining aqueous solution was neutralized with 21.5 mL of a 2N solution of hydrochloric acid. The product was extracted with a 95:5 mixture o...